Dataset: the Open Reaction Database (ORD), a public repository of structured organic reaction records. Task: describe an organic reaction: reactants, conditions, products, and yield The reactants are polyphosphoric acid, C1(=CC=CC=C1)NC1=C(C(=O)O)C=C(C(=C1)C(=O)O)NC1=CC=CC=C1 (2,5-bis(phenylamino)terephthalic acid). The solvent is O (water). Reaction conditions: temperature 80 celsius, time 30 minute. The product is C1=CC=C2C(=C1)C(=O)C3=CC4=C(C=C3N2)C(=O)C5=CC=CC=C5N4 (quinacridone). Yield: 99.8%. As a reaction SMILES: [C:1]1([NH:7][C:8]2[CH:16]=[C:15]([C:17](O)=[O:18])[C:14]([NH:20][C:21]3[CH:26]=[CH:25][CH:24]=[CH:23][CH:22]=3)=[CH:13][C:9]=2[C:10](O)=[O:11])[CH:6]=[CH:5][CH:4]=[CH:3][CH:2]=1>O>[CH:24]1[CH:25]=[C:26]2[C:17]([C:15]3[C:14]([NH:20][C:21]2=[CH:22][CH:23]=1)=[CH:13][C:9]1[C:10]([C:6]2[C:1]([NH:7][C:8]=1[CH:16]=3)=[CH:2][CH:3]=[CH:4][CH:5]=2)=[O:11])=[O:18]. Procedure: To 120.0 g of polyphosphoric acid (116%) was added with stirring 20.0 g (57.4 mmol) of 2,5-bis(phenylamino)terephthalic acid. The stirred mixture was irradiated in the microwave oven for 1.5 minutes. The reaction mixture was cooled to 80° C. and added with stirring to 1.0 liter of water. The resultant slurry was stirred for 30 minutes, after which the solid component was collected by filtration and washed with 6.0 liters of water. The presscake was dried overnight in an oven at 60° C. to give 17... Starting materials: [N+](=O)(O)[O-] (nitric acid), ClC1=C(C=CC=C1)C(CC)=O (o-chloropropiophenone), ice. Run at time 45 minute. Yields the product CCC(=O)C1=C(C=CC(=C1)[N+](=O)[O-])Cl (2-Chloro-5-nitropropiophenone). As a reaction SMILES: [N+:1]([O-:4])(O)=[O:2].[Cl:5][C:6]1[CH:11]=[CH:10][CH:9]=[CH:8][C:7]=1[C:12](=[O:15])[CH2:13][CH3:14]>>[CH3:14][CH2:13][C:12]([C:7]1[CH:8]=[C:9]([N+:1]([O-:4])=[O:2])[CH:10]=[CH:11][C:6]=1[Cl:5])=[O:15]. Reported procedure: 31 ml of 100% nitric acid (dl.52) are introduced into the reaction vessel, and 6 g of o-chloropropiophenone are added dropwise at -10° C. in the course of 15 minutes in such a way that the reaction temperature is between -5° C. and -10° C. To complete the reaction, stirring is continued at 0° C. for 45 minutes. The reaction mixture is subsequently poured onto 300 g of ice, and the aqueous mixture is extracted twice using 200 ml portions of diethyl ether. The organic phase is washed with 100 ml o... The reactants are CO, O=[N+]([O-])c1ccc(Oc2ccc(Cl)cc2C2CCCCC2)cc1. Product: Nc1ccc(Oc2ccc(Cl)cc2C2CCCCC2)cc1. Reaction SMILES: [CH3:24][OH:25].[Cl:1][c:2]1[cH:3][c:4]([CH:18]2[CH2:19][CH2:20][CH2:21][CH2:22][CH2:23]2)[c:5]([O:6][c:7]2[cH:8][cH:9][c:10]([N+:13]([O-:14])=[O:15])[cH:11][cH:12]2)[cH:16][cH:17]1>>[Cl:1][c:2]1[cH:3][c:4]([CH:18]2[CH2:19][CH2:20][CH2:21][CH2:22][CH2:23]2)[c:5]([O:6][c:7]2[cH:8][cH:9][c:10]([NH2:13])[cH:11][cH:12]2)[cH:16][cH:17]1.